This data is from the Open Reaction Database (ORD), a public repository of structured organic reaction records. The task is: describe an organic reaction: reactants, conditions, products, and yield Reactants: [Si](C)(C)(C(C)(C)C)OC1=C2C(OCC2=C(C(=C1CC(/C(=C/CC(C(C(C)(C)C)(O[SiH3])C)C)/C)O)OC)C)=O ((E)-7-(4-tert-butyldimethylsilyloxy-1,3-dihydro-6-methoxy-7-methyl -3-oxoisobenzofuran-5-yl)-1-tert-butyldimethyl-silyloxy-6-hydroxy -5-methylhept-4-ene), C(C(C)(C)C)(=O)O (pivalic acid). Solvent: C(C)(OCC)(OCC)OCC (triethyl orthoacetate), CCOCC (ether). Run at time 0.5 hour. Yields the product [Si](C)(C)(C(C)(C)C)OC1=C2C(OCC2=C(C(=C1C/C=C(/C(CC(=O)OCC)CCCO[Si](C)(C)C(C)(C)C)\C)OC)C)=O (ethyl (E) 6-(4-tert-butyldimethylsilyloxy-1,3-dihydro-6-methoxy -7-methyl-3-oxoisobenzofuran -5-yl)-3-(3-tert -butyldimethylsilyloxypropyl) -4-methylhex-4-enoate). The yield is 276.5%. RXN SMILES: [Si:1]([O:8][C:9]1[C:17]([CH2:18][CH:19](O)/[C:20](/[CH3:33])=[CH:21]/[CH2:22]C(C)C(C)(O[SiH3])C(C)(C)C)=[C:16]([O:35][CH3:36])[C:15]([CH3:37])=[C:14]2[C:10]=1[C:11](=[O:38])[O:12][CH2:13]2)(C(C)(C)C)([CH3:3])[CH3:2].C(O)(=O)[C:40]([CH3:43])([CH3:42])[CH3:41]>C(OCC)(OCC)(OCC)C.CCOCC>[Si:1]([O:8][C:9]1[C:17]([CH2:18]/[CH:19]=[C:20](\[CH3:33])/[CH:21]([CH2:22][CH2:17][CH2:9][O:8][Si:1]([C:40]([CH3:41])([CH3:42])[CH3:43])([CH3:3])[CH3:2])[CH2:10][C:11]([O:12][CH2:13][CH3:14])=[O:38])=[C:16]([O:35][CH3:36])[C:15]([CH3:37])=[C:14]2[C:10]=1[C:11](=[O:38])[O:12][CH2:13]2)([C:20]([CH3:21])([CH3:33])[CH3:19])([CH3:3])[CH3:2]. Procedure: (E)-7-(4-tert-butyldimethylsilyloxy-1,3-dihydro-6-methoxy-7-methyl -3-oxoisobenzofuran-5-yl)-1-tert-butyldimethyl-silyloxy-6-hydroxy -5-methylhept-4-ene (4.74 g) was dissolved in triethyl orthoacetate (76 ml) and pivalic acid (171 mg) was added. The solution was placed in an oil bath preheated to 130° C., and stirred for 2 1/2 hrs. After cooling, the reaction was diluted with ether, washed with 1N NaHSO4 (3×), saturated sodium bicarbonate, brine, and dried. The solvent was evaporated and the res... Reactants: ClC1CCC2=CC=CC=C12 (1-Chloroindane), N1CCC(CC1)CCC(=O)C=1C=C2CCC(N3C2=C(C1)CC3)=O (8-[3-(4-piperidinyl)propanoyl]1,2,5,6-tetrahydro-4H-pyrrolo[3,2,1-ij]quinolin-4-one), C([O-])([O-])=O.[K+].[K+] (potassium carbonate), [I-].[K+] (potassium iodide). Solvent: C(C)#N (acetonitrile). Conditions: time 12 hour. Product: Cl.C1(CCC2=CC=CC=C12)N1CCC(CC1)CCC(=O)C=1C=C2CCC(N3C2=C(C1)CC3)=O ((±)-8-{3-[1-(2,3-Dihydro-1H-inden-1-yl)-4-piperidinyl]propanoyl}-1,2,5,6-tetrahydro-4H-pyrrolo[3,2,1-ij]quinolin-4-one hydrochloride). Isolated yield 27.4%. As a reaction SMILES: [Cl:1][CH:2]1[C:10]2[C:5](=[CH:6][CH:7]=[CH:8][CH:9]=2)[CH2:4][CH2:3]1.[NH:11]1[CH2:16][CH2:15][CH:14]([CH2:17][CH2:18][C:19]([C:21]2[CH:22]=[C:23]3[C:28]4=[C:29]([CH2:31][CH2:32][N:27]4[C:26](=[O:33])[CH2:25][CH2:24]3)[CH:30]=2)=[O:20])[CH2:13][CH2:12]1.C(=O)([O-])[O-].[K+].[K+].[I-].[K+]>C(#N)C>[ClH:1].[CH:2]1([N:11]2[CH2:12][CH2:13][CH:14]([CH2:17][CH2:18][C:19]([C:21]3[CH:22]=[C:23]4[C:28]5=[C:29]([CH2:31][CH2:32][N:27]5[C:26](=[O:33])[CH2:25][CH2:24]4)[CH:30]=3)=[O:20])[CH2:15][CH2:16]2)[C:10]2[C:5](=[CH:6][CH:7]=[CH:8][CH:9]=2)[CH2:4][CH2:3]1 |f:2.3.4,5.6,8.9|. Procedure: 1-Chloroindane (360 mg) was added to a suspension of 8-[3-(4-piperidinyl)propanoyl]1,2,5,6-tetrahydro-4H-pyrrolo[3,2,1-ij]quinolin-4-one (700 mg), potassium carbonate (700 mg) and potassium iodide (catalytic amount) in acetonitrile (10 ml) at room temperature, the mixture was stirred for 12 hours, and the reaction mixture was concentrated under reduced pressure. Water (15 ml) and ethyl acetate (20 ml) were added to the residue, and extracted with ethyl acetate. The extract was washed with brine,... The reactants are O=C([O-])[O-], CN(C)C=O, CCOC(=O)CCl, O=[N+]([O-])c1cccc(Cl)c1O, [K+], [K+], O. Yields the product CCOC(=O)COc1c(Cl)cccc1[N+](=O)[O-]. RXN SMILES: [C:19](=[O:20])([O-:21])[O-:22].[CH3:26][N:27]([CH3:28])[CH:29]=[O:30].[Cl:12][CH2:13][C:14](=[O:15])[O:16][CH2:17][CH3:18].[Cl:1][c:2]1[cH:3][cH:4][cH:5][c:6]([N+:9](=[O:10])[O-:11])[c:7]1[OH:8].[K+:23].[K+:24].[OH2:25]>>[Cl:1][c:2]1[cH:3][cH:4][cH:5][c:6]([N+:9](=[O:10])[O-:11])[c:7]1[O:8][CH2:13][C:14](=[O:15])[O:16][CH2:17][CH3:18]. Reactants: N1(C=NC=C1)C1=CC=C(C(=O)C=2C=NC=CC2C(=O)OC)C=C1 (3-[4-(1H-imidazol-1-yl)benzoyl]-4-carbomethoxypyridine), O.NN (hydrazine monohydrate). Run in CCO (EtOH). Yields the product N1(C=NC=C1)C1=CC=C(C=C1)C1=NNC(C2=C1C=NC=C2)=O (4-[4-(1H-imidazol-1-yl)phenyl]-1-oxo-1,2-dihydropyrido[3,4-d]pyridazine). Reaction SMILES: [N:1]1([C:6]2[CH:23]=[CH:22][C:9]([C:10]([C:12]3[CH:13]=[N:14][CH:15]=[CH:16][C:17]=3[C:18](OC)=[O:19])=O)=[CH:8][CH:7]=2)[CH:5]=[CH:4][N:3]=[CH:2]1.O.[NH2:25][NH2:26]>CCO>[N:1]1([C:6]2[CH:23]=[CH:22][C:9]([C:10]3[C:12]4[CH:13]=[N:14][CH:15]=[CH:16][C:17]=4[C:18](=[O:19])[NH:26][N:25]=3)=[CH:8][CH:7]=2)[CH:5]=[CH:4][N:3]=[CH:2]1 |f:1.2|. Procedure details: A solution of 0.43 g (1.4 mmol) of 3-[4-(1H-imidazol-1-yl)benzoyl]-4-carbomethoxypyridine in 50 mL of EtOH is treated with hydrazine monohydrate (0.08 g, 1.54 mmol) and heated to reflux for 1 day. The mixture is allowed to cool and the white solid precipitate filtered and dried to produce 4-[4-(1H-imidazol-1-yl)phenyl]-1-oxo-1,2-dihydropyrido[3,4-d]pyridazine. M.P. 377° C. dec. The reactants are COCCOCOCCC=1C=C(SC1S(=O)(=O)C)S(=O)(=O)N (4-[2-(methoxyethoxymethoxy)ethyl]-5-methylsulfonylthiophene-2-sulfonamide), S(O)(O)(=O)=O (sulfuric acid). Solvent: CO (methanol), CO (methanol). Conditions: time 0.5 hour. Product: OCCC=1C=C(SC1S(=O)(=O)C)S(=O)(=O)N (4-(2-Hydroxyethyl)-5-methylsulfonylthiophene-2-sulfonamide). The yield is 81.2%. RXN SMILES: COCCOC[O:7][CH2:8][CH2:9][C:10]1[CH:11]=[C:12]([S:19]([NH2:22])(=[O:21])=[O:20])[S:13][C:14]=1[S:15]([CH3:18])(=[O:17])=[O:16].S(=O)(=O)(O)O>CO>[OH:7][CH2:8][CH2:9][C:10]1[CH:11]=[C:12]([S:19]([NH2:22])(=[O:20])=[O:21])[S:13][C:14]=1[S:15]([CH3:18])(=[O:16])=[O:17]. Procedure: The 4-[2-(methoxyethoxymethoxy)ethyl]-5-methylsulfonylthiophene-2-sulfonamide (6.6 g, 0.0177 mol) was dissolved in methanol (25 ml) and was stirred at room temperature as cold 50% (v/v) sulfuric acid (40 ml) was added dropwise over 10 minutes. An additional quantity of methanol (25 ml) was added to dissolve the gum which separated and the solution was stirred for 1/2 hour. The solution was basified with sodium hydroxide and was washed with ether. The solution was acidified with HCl and was extra... The reactants are [BH4-].[Na+] (sodium borohydride), C(=O)(OC(C)(C)C)N1[C@H](C(=O)O)CSC1 (N-Boc-thioproline), CCN(C(C)C)C(C)C (DIEA), ClC(=O)OCC (ethyl chloroformate). The solvent is O (H2O), C1CCOC1 (THF). Conditions: temperature 0 celsius, time 24 hour. Product: C(C)(C)(C)OC(=O)N1CSC[C@H]1CO (4(R)-Hydroxymethyl-thiazolidine-3-carboxylic acid tert-butyl ester). Isolated yield 53.1%. Reaction SMILES: [C:1]([N:8]1[CH2:15][S:14][CH2:13][C@H:9]1[C:10](O)=[O:11])([O:3][C:4]([CH3:7])([CH3:6])[CH3:5])=[O:2].CCN(C(C)C)C(C)C.ClC(OCC)=O.[BH4-].[Na+]>C1COCC1.O>[C:4]([O:3][C:1]([N:8]1[C@H:9]([CH2:10][OH:11])[CH2:13][S:14][CH2:15]1)=[O:2])([CH3:7])([CH3:6])[CH3:5] |f:3.4|. Procedure: A solution of 4.66 g (20 mmol) of N-Boc-thioproline and 3.84 mL (22 mmol) DIEA dissolved in 10 mL THF was cooled to 0_C and treated with 2.1 mL (22 mmol) of ethyl chloroformate. After 30 min at RT the white precipitate is filtered off, the solution cooled to 0° C. and a solution of 8.32 g (220 mmol) sodium borohydride in 30 mL H2O is added dropwise. The reaction was stirred for 24 h, then cooled to 0° C. and quenched by dropwise addition of acetic acid. The product was then extracted with EtOAc,... Starting materials: C(C)OC=1C(C(C1OCC)=O)=O (3,4-diethoxy-3-cyclobutene-1,2-dione), C(C)OP(OCC)(=O)CCN (2-aminoethylphosphonic acid diethyl ester). Solvent: C(C)O (ethanol), C(C)O (ethanol). The product is C(C)OP(OCC)(=O)CCNC1=C(C(C1=O)=O)OCC ([2-[(2-ethoxy-3,4-dioxo-1-cyclobuten-1-yl)amino]ethyl]phosphonic acid diethyl ester). Reaction SMILES: C(O[C:4]1[C:5](=[O:12])[C:6](=[O:11])[C:7]=1[O:8][CH2:9][CH3:10])C.[CH2:13]([O:15][P:16]([CH2:21][CH2:22][NH2:23])(=[O:20])[O:17][CH2:18][CH3:19])[CH3:14]>C(O)C>[CH2:18]([O:17][P:16]([CH2:21][CH2:22][NH:23][C:4]1[C:5](=[O:12])[C:6](=[O:11])[C:7]=1[O:8][CH2:9][CH3:10])(=[O:20])[O:15][CH2:13][CH3:14])[CH3:19]. Procedure: To a solution of 3,4-diethoxy-3-cyclobutene-1,2-dione (4.00 g, 23.5 mmol) in ethanol (100 mL) was added 2-aminoethylphosphonic acid diethyl ester (5.43 g, 30.0 mmol) in ethanol (100 mL) over a 1 hour period. After leaving overnight the reaction mixture was preadsorbed onto silica gel and purified by flash chromatography (5.5 cm diameter, gradient elution with 2.5-10% isopropanol in dichloromethane) to yield [2-[(2-ethoxy-3,4-dioxo-1-cyclobuten-1-yl)amino]ethyl]phosphonic acid diethyl ester as an... Reactants: NC1[C@@H]2N(C(=C(CS2)C=2SC3=C(N2)C=CC=C3)C(=S)OC(C3=CC=CC=C3)C3=CC=CC=C3)C1=O (diphenylmethyl 7-amino-3-(benzothiazol-2-yl)thio-3-cephem-4-carboxylate), Example 1 ( b ), C(C1=CC=CC=C1)(C1=CC=CC=C1)(C1=CC=CC=C1)NC=1SC=C(N1)/C(/C(=O)O)=N/OCC(=O)OC(C1=CC=CC=C1)C1=CC=CC=C1 ((Z)-2-(2-tritylaminothiazol-4-yl)-2-diphenylmethoxycarbonylmethoxyiminoacetic acid), N1=CC=CC=C1 (pyridine), P(=O)(Cl)(Cl)Cl (phosphorus oxychloride), Example 1 ( b ). Solvent: C(Cl)Cl (methylene chloride). The product is C(C1=CC=CC=C1)(C1=CC=CC=C1)(C1=CC=CC=C1)NC=1SC=C(N1)/C(/C(=O)NC1[C@@H]2N(C(=C(CS2)C=2SC3=C(N2)C=CC=C3)C(=S)OC(C3=CC=CC=C3)C3=CC=CC=C3)C1=O)=N/OCC(=O)OC(C1=CC=CC=C1)C1=CC=CC=C1 (Diphenylmethyl 7-[(Z)-2-(2-tritylaminothiazol-4-yl)2-diphenylmethoxycarbonylmethoxyiminoacetamido]-3-(benzothiazol-2-yl)thio-3-cephem-4-carboxylate). The yield is 70.6%. Reaction SMILES: [NH2:1][CH:2]1[C:34](=[O:35])[N:4]2[C:5]([C:18]([O:20][CH:21]([C:28]3[CH:33]=[CH:32][CH:31]=[CH:30][CH:29]=3)[C:22]3[CH:27]=[CH:26][CH:25]=[CH:24][CH:23]=3)=[S:19])=[C:6]([C:9]3[S:10][C:11]4[CH:17]=[CH:16][CH:15]=[CH:14][C:12]=4[N:13]=3)[CH2:7][S:8][C@H:3]12.[C:36]([NH:55][C:56]1[S:57][CH:58]=[C:59](/[C:61](=[N:65]/[O:66][CH2:67][C:68]([O:70][CH:71]([C:78]2[CH:83]=[CH:82][CH:81]=[CH:80][CH:79]=2)[C:72]2[CH:77]=[CH:76][CH:75]=[CH:74][CH:73]=2)=[O:69])/[C:62](O)=[O:63])[N:60]=1)([C:49]1[CH:54]=[CH:53][CH:52]=[CH:51][CH:50]=1)([C:43]1[CH:48]=[CH:47][CH:46]=[CH:45][CH:44]=1)[C:37]1[CH:42]=[CH:41][CH:40]=[CH:39][CH:38]=1.N1C=CC=CC=1.P(Cl)(Cl)(Cl)=O>C(Cl)Cl>[C:36]([NH:55][C:56]1[S:57][CH:58]=[C:59](/[C:61](=[N:65]/[O:66][CH2:67][C:68]([O:70][CH:71]([C:78]2[CH:79]=[CH:80][CH:81]=[CH:82][CH:83]=2)[C:72]2[CH:73]=[CH:74][CH:75]=[CH:76][CH:77]=2)=[O:69])/[C:62]([NH:1][CH:2]2[C:34](=[O:35])[N:4]3[C:5]([C:18]([O:20][CH:21]([C:28]4[CH:29]=[CH:30][CH:31]=[CH:32][CH:33]=4)[C:22]4[CH:27]=[CH:26][CH:25]=[CH:24][CH:23]=4)=[S:19])=[C:6]([C:9]4[S:10][C:11]5[CH:17]=[CH:16][CH:15]=[CH:14][C:12]=5[N:13]=4)[CH2:7][S:8][C@H:3]23)=[O:63])[N:60]=1)([C:49]1[CH:50]=[CH:51][CH:52]=[CH:53][CH:54]=1)([C:43]1[CH:44]=[CH:45][CH:46]=[CH:47][CH:48]=1)[C:37]1[CH:42]=[CH:41][CH:40]=[CH:39][CH:38]=1. Reported procedure: 165 mg of diphenylmethyl 7-amino-3-(benzothiazol-2-yl)thio-3-cephem-4-carboxylate as synthesized in the same manner as in Example 1 (b) above were dissolved in 4 ml of methylene chloride, and to the resulting solution were added 243 mg of (Z)-2-(2-tritylaminothiazol-4-yl)-2-diphenylmethoxycarbonylmethoxyiminoacetic acid, 0.10 of pyridine and 35 μl of phosphorus oxychloride. Next, the acylation reaction and the post-treatment of the reaction solution were carried out in the same manner as in Exam...